describe an organic reaction: reactants, conditions, products, and yield From a dataset of the Open Reaction Database (ORD), a public repository of structured organic reaction records. Product: Cc1cc(=O)nc(Nc2ccc(C3=NNC(=O)CC3C)cc2)[nH]1. Reactants: CSc1nc(C)cc(=O)[nH]1, CC1CC(=O)NN=C1c1ccc(N)cc1, c1ccncc1. RXN SMILES: [CH3:16][c:17]1[cH:18][c:19](=[O:25])[nH:20][c:21]([S:23][CH3:24])[n:22]1.[NH2:1][c:2]1[cH:3][cH:4][c:5]([C:8]2=[N:13][NH:12][C:11](=[O:14])[CH2:10][CH:9]2[CH3:15])[cH:6][cH:7]1.[cH:26]1[cH:27][cH:28][n:29][cH:30][cH:31]1>>[NH:1]([c:2]1[cH:3][cH:4][c:5]([C:8]2=[N:13][NH:12][C:11](=[O:14])[CH2:10][CH:9]2[CH3:15])[cH:6][cH:7]1)[c:21]1[n:20][c:19](=[O:25])[cH:18][c:17]([CH3:16])[nH:22]1. Reactants: CC=1C(=NC(=NC1C)Cl)Cl (5,6-Dimethyl-2,4-dichloropyrimidine), CC1NCCC2=C1SC=C2 (7-methyl-4,5,6,7-tetrahydrothieno[2,3-c]pyridine). Run in CN(C=O)C (N,N-dimethylformamide). Yields the product CC=1C(=NC(=NC1C)Cl)N1C(C2=C(CC1)C=CS2)C (5,6-Dimethyl-4-(7-methyl-4,5,6,7-tetrahydrothieno[2,3-c]pyridin-6-yl)-2-chloropyrimidine). Yield: 39.4%. RXN SMILES: [CH3:1][C:2]1[C:3](Cl)=[N:4][C:5]([Cl:9])=[N:6][C:7]=1[CH3:8].[CH3:11][CH:12]1[C:17]2[S:18][CH:19]=[CH:20][C:16]=2[CH2:15][CH2:14][NH:13]1>CN(C)C=O>[CH3:1][C:2]1[C:3]([N:13]2[CH2:14][CH2:15][C:16]3[CH:20]=[CH:19][S:18][C:17]=3[CH:12]2[CH3:11])=[N:4][C:5]([Cl:9])=[N:6][C:7]=1[CH3:8]. Procedure details: In accordance with the same procedure as in Step 1 of Example 1, except that N,N-dimethylformamide(20 ml), 5,6-dimethyl-2,4-dichloropyrimidine(2.8 g, 16 mmol) prepared in Step 1 of Example 12 and 7-methyl-4,5,6,7-tetrahydrothieno[2,3-c]pyridine (2.7 g, 17.6 mmol) in Preparation 2 were used as starting materials, 1.85 g of the titled compound was prepared. (Yield: 39.4%) Starting materials: CC(=O)O, FC(F)(F)c1cnc(Cl)c(Cl)c1, O, [Zn], O=CCc1ccccn1. Product: FC(F)(F)c1cncc(Cl)c1. RXN SMILES: [CH3:24][C:25](=[O:26])[OH:27].[Cl:1][c:2]1[n:3][cH:4][c:5]([C:9]([F:10])([F:11])[F:12])[cH:6][c:7]1[Cl:8].[OH2:13].[Zn:23].[n:14]1[cH:15][cH:16][cH:17][cH:18][c:19]1[CH2:20][CH:21]=[O:22]>>[cH:2]1[n:3][cH:4][c:5]([C:9]([F:10])([F:11])[F:12])[cH:6][c:7]1[Cl:8]. Starting materials: CC1=CC(C(C)(C)C)=CC1, CCOCC, COC(C)OC, O=C(c1ccc(Cl)cc1)c1ccc(Cl)cc1, Cl, [K+], [OH-]. Yields the product CC1=CC(C(C)(C)C)=CC1=C(c1ccc(Cl)cc1)c1ccc(Cl)cc1. Reaction SMILES: [C:9]([CH3:10])([CH3:11])([CH3:12])[C:13]1=[CH:17][CH2:16][C:15]([CH3:18])=[CH:14]1.[CH3:36][CH2:37][O:38][CH2:39][CH3:40].[CH3:3][O:4][CH:5]([O:6][CH3:7])[CH3:8].[Cl:19][c:20]1[cH:21][cH:22][c:23]([C:24](=[O:25])[c:26]2[cH:27][cH:28][c:29]([Cl:32])[cH:30][cH:31]2)[cH:33][cH:34]1.[ClH:35].[K+:2].[OH-:1]>>[C:9]([CH3:10])([CH3:11])([CH3:12])[C:13]1=[CH:17][C:16](=[C:24]([c:23]2[cH:22][cH:21][c:20]([Cl:19])[cH:34][cH:33]2)[c:26]2[cH:27][cH:28][c:29]([Cl:32])[cH:30][cH:31]2)[C:15]([CH3:18])=[CH:14]1.